The task is: describe an organic reaction: reactants, conditions, products, and yield. This data is from the Open Reaction Database (ORD), a public repository of structured organic reaction records. Reactants: C(=O)(O)C1=CSC2=C(N=CC=C21)CCl (3-carboxy-7-chloromethylthieno[2, 3-c]pyridine), SC=1NC2=C(N1)C=CC=C2 (2-mercaptobenzimidazole), C(=O)([O-])[O-].[K+].[K+] (K2CO3), S(=O)(Cl)Cl (thionyl chloride). The reagents and catalysts are CN(C)C=O (DMF). Run in ClCCl (dichloromethane), CN(C)C=O (DMF), CO (methanol). Conditions: time 2.5 hour. The product is COC(=O)C1=CSC2=C(N=CC=C21)CSC=2NC1=C(N2)C=CC=C1 (2-[(3-methoxycarbonylthieno[2, 3-c]pyridin-7-yl)methylthio]benzimidazole). The yield is 81.5%. As a reaction SMILES: [C:1]([C:4]1[C:12]2[C:7](=[C:8]([CH2:13]Cl)[N:9]=[CH:10][CH:11]=2)[S:6][CH:5]=1)([OH:3])=[O:2].S(Cl)(Cl)=O.[SH:19][C:20]1[NH:21][C:22]2[CH:28]=[CH:27][CH:26]=[CH:25][C:23]=2[N:24]=1.[C:29]([O-])([O-])=O.[K+].[K+]>CN(C=O)C.CO.ClCCl>[CH3:29][O:3][C:1]([C:4]1[C:12]2[C:7](=[C:8]([CH2:13][S:19][C:20]3[NH:21][C:22]4[CH:28]=[CH:27][CH:26]=[CH:25][C:23]=4[N:24]=3)[N:9]=[CH:10][CH:11]=2)[S:6][CH:5]=1)=[O:2] |f:3.4.5|. Reported procedure: To a mixture of 110 mg (0.483 mmol) of 3-carboxy-7-chloromethylthieno[2, 3-c]pyridine (i -5), 2 ml of dichloromethane and 2 drops of anhydrous DMF was added 0.1 ml (2.8 equivalents) of thionyl chloride, and the mixture was stirred for 2.5 hr. at room temperature. Then the solution was treated with 3 ml of anhydrous methanol, stirred for 30 min. at room temperature and refluxed for 2 min. After concentration under reduced pressure, 2 ml of anhydrous DMF, 88 mg (1.2 equivalents) of 2-mercaptobenzi...